Dataset: the Open Reaction Database (ORD), a public repository of structured organic reaction records. Task: describe an organic reaction: reactants, conditions, products, and yield The reactants are O=C(O)c1cc(OCc2ccccc2)c(-c2ccccc2)c([N+](=O)[O-])c1, CCc1ccccc1Oc1cc(C(=O)O)cc([N+](=O)[O-])c1-c1ccccc1. Product: CCc1ccccc1Oc1cc(C(=O)O)cc(N)c1-c1ccccc1. RXN SMILES: [CH2:1]([O:2][c:3]1[cH:4][c:5]([C:18]([OH:19])=[O:20])[cH:6][c:7]([N+:8]([O-:9])=[O:10])[c:11]1-[c:12]1[cH:13][cH:14][cH:15][cH:16][cH:17]1)[c:21]1[cH:22][cH:23][cH:24][cH:25][cH:26]1.[N+:27]([O-:28])(=[O:29])[c:30]1[c:31](-[c:48]2[cH:49][cH:50][cH:51][cH:52][cH:53]2)[c:32]([O:39][c:40]2[c:41]([CH2:42][CH3:43])[cH:44][cH:45][cH:46][cH:47]2)[cH:33][c:34]([C:35](=[O:36])[OH:37])[cH:38]1>>[NH2:27][c:30]1[c:31](-[c:48]2[cH:49][cH:50][cH:51][cH:52][cH:53]2)[c:32]([O:39][c:40]2[c:41]([CH2:42][CH3:43])[cH:44][cH:45][cH:46][cH:47]2)[cH:33][c:34]([C:35](=[O:36])[OH:37])[cH:38]1. Starting materials: CCOC(=O)CBr, [H-], O=[N+]([O-])c1ccc2cc[nH]c2c1, [Na+], CN(C)C=O. Yields the product CCOC(=O)Cn1ccc2ccc([N+](=O)[O-])cc21. Reaction SMILES: [Br:15][CH2:16][C:17](=[O:18])[O:19][CH2:20][CH3:21].[H-:2].[N+:3](=[O:4])([O-:5])[c:6]1[cH:7][cH:8][c:9]2[cH:10][cH:11][nH:12][c:13]2[cH:14]1.[Na+:1].[O:22]=[CH:23][N:24]([CH3:25])[CH3:26]>>[N+:3](=[O:4])([O-:5])[c:6]1[cH:7][cH:8][c:9]2[cH:10][cH:11][n:12]([CH2:16][C:17](=[O:18])[O:19][CH2:20][CH3:21])[c:13]2[cH:14]1. Reactants: Cc1c(C)c2c(c(C)c1O)C(c1ccc(C(C)C)cc1)C(C)(C)O2, CCOC(=O)N=NC(=O)OCC, C1CCOC1, OCCc1ccccc1, c1ccc(P(c2ccccc2)c2ccccc2)cc1. The product is Cc1c(C)c2c(c(C)c1OCCc1ccccc1)C(c1ccc(C(C)C)cc1)C(C)(C)O2. As a reaction SMILES: [CH:1]([CH3:2])([CH3:3])[c:4]1[cH:5][cH:6][c:7]([CH:10]2[C:11]([CH3:23])([CH3:24])[O:12][c:13]3[c:14]2[c:15]([CH3:22])[c:16]([OH:21])[c:17]([CH3:20])[c:18]3[CH3:19])[cH:8][cH:9]1.[O:53]=[C:54]([O:55][CH2:56][CH3:57])[N:58]=[N:59][C:60]([O:61][CH2:62][CH3:63])=[O:64].[O:65]1[CH2:66][CH2:67][CH2:68][CH2:69]1.[OH:25][CH2:26][CH2:27][c:28]1[cH:29][cH:30][cH:31][cH:32][cH:33]1.[c:34]1([P:35]([c:36]2[cH:37][cH:38][cH:39][cH:40][cH:41]2)[c:42]2[cH:43][cH:44][cH:45][cH:46][cH:47]2)[cH:48][cH:49][cH:50][cH:51][cH:52]1>>[CH:1]([CH3:2])([CH3:3])[c:4]1[cH:5][cH:6][c:7]([CH:10]2[C:11]([CH3:23])([CH3:24])[O:12][c:13]3[c:14]2[c:15]([CH3:22])[c:16]([O:21][CH2:26][CH2:27][c:28]2[cH:29][cH:30][cH:31][cH:32][cH:33]2)[c:17]([CH3:20])[c:18]3[CH3:19])[cH:8][cH:9]1. Reactants: ClC(Cl)(Cl)Cl, CC1(C)OCC(CCO)O1, C=CCOS(=O)(=O)C(F)(F)F, O=S(=O)([O-])C(F)(F)F. Yields the product CC1(C)OCC(CCOS(=O)(=O)C(F)(F)F)O1. RXN SMILES: [C:30]([Cl:31])([Cl:32])([Cl:33])[Cl:34].[CH3:12][C:13]1([CH3:21])[O:14][CH2:15][CH:16]([CH2:18][CH2:19][OH:20])[O:17]1.[F:1][C:2]([S:3](=[O:4])(=[O:5])[O:6][CH2:7][CH:8]=[CH2:9])([F:10])[F:11].[O-:22][S:23]([C:24]([F:25])([F:26])[F:27])(=[O:28])=[O:29]>>[F:1][C:2]([S:3](=[O:4])(=[O:5])[O:6][CH2:7][CH2:8][CH:9]1[CH2:15][O:14][C:13]([CH3:12])([CH3:21])[O:17]1)([F:10])[F:11]. Yields the product C1(=CC=CC=C1)N1NC(C(=C1)C1CCNCC1)=O (1-Phenyl-4-piperidin-4-yl-1,2-dihydro-3H-pyrazol-3-one). As a reaction SMILES: [C:1]1([N:7]2[CH:11]=[C:10]([C:12]3[CH:17]=[CH:16][N:15]=[CH:14][CH:13]=3)[C:9](=[O:18])[NH:8]2)[CH:6]=[CH:5][CH:4]=[CH:3][CH:2]=1.O>C(O)(=O)C.Cl.[Pt]=O>[C:1]1([N:7]2[CH:11]=[C:10]([CH:12]3[CH2:13][CH2:14][NH:15][CH2:16][CH2:17]3)[C:9](=[O:18])[NH:8]2)[CH:2]=[CH:3][CH:4]=[CH:5][CH:6]=1. Procedure details: Platinum oxide (60 mg) was added to a solution of 1-phenyl-4-pyridin-4-yl-1,2-dihydro-3H-pyrazol-3-one (180 mg, 0.758 mmol) in acetic acid (12 mL), concentrated hydrochloric acid (0.100 mL), and water (5 mL). The reaction vessel was evacuated and back-filled with nitrogen (3×), then back-filled with hydrogen (50 psi). After 5 h the mixture was filtered and concentrated to give the title compound. MS 244.3 (M+1). The reagents and catalysts are [Pt]=O (Platinum oxide). Solvent: C(C)(=O)O (acetic acid), Cl (hydrochloric acid). Starting materials: C1(=CC=CC=C1)N1NC(C(=C1)C1=CC=NC=C1)=O (1-phenyl-4-pyridin-4-yl-1,2-dihydro-3H-pyrazol-3-one), O (water). Reactants: COC(C(=O)C1=CN2CCCC3=CC=CC1=C23)=O ((5,6-dihydro-4H-pyrrolo[3,2,1-ij]quinolin-1-yl)oxoacetic acid methyl ester), FC(C1=CC=C2C(=CNC2=C1)CC(=O)N)(F)F (6-(trifluoromethyl)indole-3-acetamide). The product is C1(=CN2CCCC3=CC=CC1=C23)C=2C(NC(C2C2=CNC3=CC(=CC=C23)C(F)(F)F)=O)=O (3-(5,6-dihydro-4H-pyrrolo[3,2,1-ij]quinolin-1-yl)-4-(6-trifluoromethyl-1H-indol-3-yl)pyrrole-2,5-dione). As a reaction SMILES: C[O:2][C:3](=O)[C:4]([C:6]1[C:16]2=[C:17]3[C:12](=[CH:13][CH:14]=[CH:15]2)[CH2:11][CH2:10][CH2:9][N:8]3[CH:7]=1)=O.[F:19][C:20]([F:35])([F:34])[C:21]1[CH:29]=[C:28]2[C:24]([C:25]([CH2:30][C:31]([NH2:33])=[O:32])=[CH:26][NH:27]2)=[CH:23][CH:22]=1>>[C:6]1([C:4]2[C:3](=[O:2])[NH:33][C:31](=[O:32])[C:30]=2[C:25]2[C:24]3[C:28](=[CH:29][C:21]([C:20]([F:34])([F:19])[F:35])=[CH:22][CH:23]=3)[NH:27][CH:26]=2)[C:16]2=[C:17]3[C:12](=[CH:13][CH:14]=[CH:15]2)[CH2:11][CH2:10][CH2:9][N:8]3[CH:7]=1. Reported procedure: Beginning with (5,6-dihydro-4H-pyrrolo[3,2,1-ij]quinolin-1-yl)oxoacetic acid methyl ester and 6-(trifluoromethyl)indole-3-acetamide, the title compound was prepared essentially as described in Example 1. Reactants: Cn1nc(Br)cc1OS(=O)(=O)C(F)(F)C(F)(F)C(F)(F)C(F)(F)F, CN(C)C=O, Cl, OB(O)c1ccc(C(F)(F)F)cc1, [Na+], [Na+], O=C([O-])[O-], [Pd], c1ccc(P(c2ccccc2)c2ccccc2)cc1, c1ccc(P(c2ccccc2)c2ccccc2)cc1, c1ccc(P(c2ccccc2)c2ccccc2)cc1, c1ccc(P(c2ccccc2)c2ccccc2)cc1. Product: Cn1nc(Br)cc1-c1ccc(C(F)(F)F)cc1. As a reaction SMILES: [CH3:1][n:2]1[n:3][c:4]([Br:24])[cH:5][c:6]1[O:7][S:8]([C:9]([F:10])([F:11])[C:12]([F:13])([F:14])[C:15]([F:16])([F:17])[C:18]([F:19])([F:20])[F:21])(=[O:22])=[O:23].[CH3:45][N:46]([CH3:47])[CH:48]=[O:49].[ClH:44].[F:25][C:26]([c:27]1[cH:28][cH:29][c:30]([B:33]([OH:34])[OH:35])[cH:31][cH:32]1)([F:36])[F:37].[Na+:38].[Na+:39].[O-:40][C:41](=[O:42])[O-:43].[Pd:50].[c:108]1([P:109]([c:110]2[cH:111][cH:112][cH:113][cH:114][cH:115]2)[c:116]2[cH:117][cH:118][cH:119][cH:120][cH:121]2)[cH:122][cH:123][cH:124][cH:125][cH:126]1.[c:51]1([P:52]([c:53]2[cH:54][cH:55][cH:56][cH:57][cH:58]2)[c:59]2[cH:60][cH:61][cH:62][cH:63][cH:64]2)[cH:65][cH:66][cH:67][cH:68][cH:69]1.[c:70]1([P:71]([c:72]2[cH:73][cH:74][cH:75][cH:76][cH:77]2)[c:78]2[cH:79][cH:80][cH:81][cH:82][cH:83]2)[cH:84][cH:85][cH:86][cH:87][cH:88]1.[c:89]1([P:90]([c:91]2[cH:92][cH:93][cH:94][cH:95][cH:96]2)[c:97]2[cH:98][cH:99][cH:100][cH:101][cH:102]2)[cH:103][cH:104][cH:105][cH:106][cH:107]1>>[CH3:1][n:2]1[n:3][c:4]([Br:24])[cH:5][c:6]1-[c:30]1[cH:29][cH:28][c:27]([C:26]([F:25])([F:36])[F:37])[cH:32][cH:31]1. Reactants: NC1=C(CN)C=CC=C1 (2-aminobenzylamine), N1=CC=CC=2CCCC(C12)=O (6,7-dihydro-5H-quinolin-8-one), [BH-](OC(=O)C)(OC(=O)C)OC(=O)C.[Na+] (NaBH(OAc)3). The solvent is C(Cl)Cl (CH2Cl2). Run at time 64 hour. Product: N1=CC=CC=2CCCC(C12)NCC1=C(C=CC=C1)N ((5,6,7,8-tetrahydroquinolin-8-yl)-(2-aminobenzyl)-amine). Yield: 53.1%. RXN SMILES: [NH2:1][C:2]1[CH:9]=[CH:8][CH:7]=[CH:6][C:3]=1[CH2:4][NH2:5].[N:10]1[C:19]2[C:18](=O)[CH2:17][CH2:16][CH2:15][C:14]=2[CH:13]=[CH:12][CH:11]=1.[BH-](OC(C)=O)(OC(C)=O)OC(C)=O.[Na+]>C(Cl)Cl>[N:10]1[C:19]2[CH:18]([NH:5][CH2:4][C:3]3[CH:6]=[CH:7][CH:8]=[CH:9][C:2]=3[NH2:1])[CH2:17][CH2:16][CH2:15][C:14]=2[CH:13]=[CH:12][CH:11]=1 |f:2.3|. Procedure details: Using General Procedure B: To a solution of 2-aminobenzylamine (0.36 g, 2.9 mmol) and 6,7-dihydro-5H-quinolin-8-one (0.43 g, 2.9 mmol) in CH2Cl2 (15 mL) was added NaBH(OAc)3 (0.92 g, 4.4 mmol) and the mixture stirred at room temperature for 64 h. Purification of the crude material by column chromatography on silica gel (2% MeOH/CH2Cl2) gave (5,6,7,8-tetrahydroquinolin-8-yl)-(2-aminobenzyl)-amine (0.39 g, 52%) as a yellow oil. 1H NMR (CDCl3) δ 1.80 (m, 1H), 1.94 (m, 2H), 2.17 (m, 1H), 2.79 (m, 2H... Starting materials: N (ammonia), BrCC=C(C=CCC(CCC=C(C)C)C)C (1-bromo-3,7,11-trimethyldodeca-2,4,10-triene). Solvent: C1=CC=CC=C1 (benzene). Conditions: time 4 hour. The product is CC(=CCN)C=CCC(CCC=C(C)C)C (3,7,11-trimethyldodeca-2,4,10-trienylamine). RXN SMILES: Br[CH2:2][CH:3]=[C:4]([CH3:16])[CH:5]=[CH:6][CH2:7][CH:8]([CH3:15])[CH2:9][CH2:10][CH:11]=[C:12]([CH3:14])[CH3:13].[NH3:17]>C1C=CC=CC=1>[CH3:16][C:4]([CH:5]=[CH:6][CH2:7][CH:8]([CH3:15])[CH2:9][CH2:10][CH:11]=[C:12]([CH3:14])[CH3:13])=[CH:3][CH2:2][NH2:17]. Procedure: Ten grams of 1-bromo-3,7,11-trimethyldodeca-2,4,10-triene is mixed with 50 ml. of benzene, cooled to 5°-10° and saturated with ammonia. The resulting mixture is stirred for 4 hours allowing the temperature to rise to about 20° while maintaining dry conditions. The mixture is washed with dilute sodium hydroxide and then evaporated under reduced pressure to yield 3,7,11-trimethyldodeca-2,4,10-trienylamine. The reactants are O=C([O-])[O-], CCC(CC)c1cc(C)nn2c(I)c(C)nc12, [Cs+], [Cs+], I[Cu]I, CC(=O)[O-], CC(=O)[O-], Clc1csc(N2CCOCC2)n1, [Pd+2], c1ccc(P(c2ccccc2)c2ccccc2)cc1. Yields the product CCC(CC)c1cc(C)nn2c(-c3sc(N4CCOCC4)nc3Cl)c(C)nc12. RXN SMILES: [C:49](=[O:50])([O-:51])[O-:52].[CH2:1]([CH3:2])[CH:3]([CH2:4][CH3:5])[c:6]1[c:7]2[n:8]([n:9][c:10]([CH3:12])[cH:11]1)[c:13]([I:17])[c:14]([CH3:16])[n:15]2.[Cs+:53].[Cs+:54].[Cu:64]([I:65])[I:66].[O-:56][C:57]([CH3:58])=[O:59].[O-:60][C:61]([CH3:62])=[O:63].[O:18]1[CH2:19][CH2:20][N:21]([c:24]2[s:25][cH:26][c:27]([Cl:29])[n:28]2)[CH2:22][CH2:23]1.[Pd+2:55].[c:30]1([P:31]([c:32]2[cH:33][cH:34][cH:35][cH:36][cH:37]2)[c:38]2[cH:39][cH:40][cH:41][cH:42][cH:43]2)[cH:44][cH:45][cH:46][cH:47][cH:48]1>>[CH2:1]([CH3:2])[CH:3]([CH2:4][CH3:5])[c:6]1[c:7]2[n:8]([n:9][c:10]([CH3:12])[cH:11]1)[c:13](-[c:26]1[s:25][c:24]([N:21]3[CH2:20][CH2:19][O:18][CH2:23][CH2:22]3)[n:28][c:27]1[Cl:29])[c:14]([CH3:16])[n:15]2.